This data is from the Open Reaction Database (ORD), a public repository of structured organic reaction records. The task is: describe an organic reaction: reactants, conditions, products, and yield Starting materials: CC(C)(C)[Si](C)(C)OCCCN(C1(C(=O)OCc2ccccc2)CCCC1)S(=O)(=O)c1ccc(Oc2ccc(F)cc2)cc1, ClCCl. Yields the product O=C(OCc1ccccc1)C1(N(CCCO)S(=O)(=O)c2ccc(Oc3ccc(F)cc3)cc2)CCCC1. RXN SMILES: [CH2:1]([c:2]1[cH:3][cH:4][cH:5][cH:6][cH:7]1)[O:8][C:9](=[O:10])[C:11]1([N:16]([S:17](=[O:18])(=[O:19])[c:20]2[cH:21][cH:22][c:23]([O:26][c:27]3[cH:28][cH:29][c:30]([F:33])[cH:31][cH:32]3)[cH:24][cH:25]2)[CH2:34][CH2:35][CH2:36][O:37][Si:38]([C:39]([CH3:40])([CH3:41])[CH3:42])([CH3:43])[CH3:44])[CH2:12][CH2:13][CH2:14][CH2:15]1.[CH2:45]([Cl:46])[Cl:47]>>[CH2:1]([c:2]1[cH:3][cH:4][cH:5][cH:6][cH:7]1)[O:8][C:9](=[O:10])[C:11]1([N:16]([S:17](=[O:18])(=[O:19])[c:20]2[cH:21][cH:22][c:23]([O:26][c:27]3[cH:28][cH:29][c:30]([F:33])[cH:31][cH:32]3)[cH:24][cH:25]2)[CH2:34][CH2:35][CH2:36][OH:37])[CH2:12][CH2:13][CH2:14][CH2:15]1. Reactants: C(C)(C)(C)C1=CC=C(C(=O)NC2=C(C(=CC=C2)C=2C3=C(N=CN2)NC(=C3)C3=CCC(CC3)=O)CO)C=C1 (4-tert-Butyl-N-{2-hydroxymethyl-3-[6-(4-oxo-cyclohex-1-enyl)-7H-pyrrolo[2,3-d]pyrimidin-4-yl]-phenyl}-benzamide), O.O.O.O.O.O.O.[Cl-].[Ce+3].[Cl-].[Cl-] (cerium(III) chloride heptahydrate), [BH4-].[Na+] (NaBH4), O (Water). Run in CO.C(Cl)Cl (MeOH DCM). Reaction conditions: time 2 hour. Yields the product C(C)(C)(C)C1=CC=C(C(=O)NC2=C(C(=CC=C2)C=2C3=C(N=CN2)NC(=C3)C3=CCC(CC3)O)CO)C=C1 (4-tert-Butyl-N-{3-[6-(4-hydroxy-cyclohex-1-enyl)-7H-pyrrolo[2,3-d]pyrimidin-4-yl]-2-hydroxymethyl-phenyl}-benzamide). RXN SMILES: [C:1]([C:5]1[CH:37]=[CH:36][C:8]([C:9]([NH:11][C:12]2[CH:17]=[CH:16][CH:15]=[C:14]([C:18]3[C:19]4[CH:26]=[C:25]([C:27]5[CH2:32][CH2:31][C:30](=[O:33])[CH2:29][CH:28]=5)[NH:24][C:20]=4[N:21]=[CH:22][N:23]=3)[C:13]=2[CH2:34][OH:35])=[O:10])=[CH:7][CH:6]=1)([CH3:4])([CH3:3])[CH3:2].O.O.O.O.O.O.O.[Cl-].[Ce+3].[Cl-].[Cl-].[BH4-].[Na+].O>CO.C(Cl)Cl>[C:1]([C:5]1[CH:6]=[CH:7][C:8]([C:9]([NH:11][C:12]2[CH:17]=[CH:16][CH:15]=[C:14]([C:18]3[C:19]4[CH:26]=[C:25]([C:27]5[CH2:32][CH2:31][CH:30]([OH:33])[CH2:29][CH:28]=5)[NH:24][C:20]=4[N:21]=[CH:22][N:23]=3)[C:13]=2[CH2:34][OH:35])=[O:10])=[CH:36][CH:37]=1)([CH3:4])([CH3:2])[CH3:3] |f:1.2.3.4.5.6.7.8.9.10.11,12.13,15.16|. Procedure: To a solution of Intermediate 49 (80 mg, 0.162 mmol) in MeOH/DCM (1:1) were added cerium(III) chloride heptahydrate (66.3 mg, 0.178 mmol) and NaBH4 (6.1 mg, 0.162 mmol). The resulting mixture was stirred at r.t. for 2 hrs. Water was added, and the mixture was extracted three times with DCM/isopropanol (3:1). The combined organic layers were dried, filtered, and evaporated to dryness. The resulting residue was purified using flash chromatography (silica gel, EtOAc/MeOH/N H3 gradient) to yield Exa... The reactants are [Na].ClC1=C(C(=CC=C1)Cl)NC1=C(C=CC=C1)CC(=O)[O-] (sodium [2-(2,6-dichloro-phenylamino)-phenyl]-acetate), Cl (hydrochloric acid). The solvent is O (water). Run at time 10 minute. The product is ClC1=C(C(=CC=C1)Cl)N1C(CC2=CC=CC=C12)=O (1-(2,6-dichloro-phenyl)-1,3-dihydro-indol-2-one). Reaction SMILES: [Na].[Cl:2][C:3]1[CH:8]=[CH:7][CH:6]=[C:5]([Cl:9])[C:4]=1[NH:10][C:11]1[CH:16]=[CH:15][CH:14]=[CH:13][C:12]=1[CH2:17][C:18]([O-:20])=O.Cl>O>[Cl:2][C:3]1[CH:8]=[CH:7][CH:6]=[C:5]([Cl:9])[C:4]=1[N:10]1[C:11]2[C:12](=[CH:13][CH:14]=[CH:15][CH:16]=2)[CH2:17][C:18]1=[O:20] |f:0.1,^1:0|. Procedure: 1.5 g sodium-[2-(2,6-dichloro-phenylamino)-phenyl]-acetate are dissolved in 6 ml of water, combined with 5.2 ml 1 N hydrochloric acid and the precipitated solid is suction filtered after stirring for 10 minutes. After drying in vacuo the solid is taken up in 6 ml of tetrahydrofuran, combined with 990 μl triethylamine and 1.17 g N-(3-dimethylaminopropyl)-N′-ethyl-carbodiimide-hydrochloride and stirred for 3 hours. Then it is divided between water and ethyl acetate, the aqueous phase is extracted ... Starting materials: BrCc1ccc2ccccc2n1, [K+], [K+], O=C([O-])[O-], CN(C)C=O, COC(=O)C(C)(C)Cc1cc2cc(O)ccc2[nH]1. Product: COC(=O)C(C)(C)Cc1cc2cc(OCc3ccc4ccccc4n3)ccc2[nH]1. As a reaction SMILES: [Br:19][CH2:20][c:21]1[n:22][c:23]2[cH:24][cH:25][cH:26][cH:27][c:28]2[cH:29][cH:30]1.[K+:31].[K+:32].[O-:33][C:34]([O-:35])=[O:36].[O:37]=[CH:38][N:39]([CH3:40])[CH3:41].[OH:1][c:2]1[cH:3][c:4]2[cH:5][c:6]([CH2:11][C:12]([C:13](=[O:14])[O:15][CH3:16])([CH3:17])[CH3:18])[nH:7][c:8]2[cH:9][cH:10]1>>[O:1]([c:2]1[cH:3][c:4]2[cH:5][c:6]([CH2:11][C:12]([C:13](=[O:14])[O:15][CH3:16])([CH3:17])[CH3:18])[nH:7][c:8]2[cH:9][cH:10]1)[CH2:20][c:21]1[n:22][c:23]2[cH:24][cH:25][cH:26][cH:27][c:28]2[cH:29][cH:30]1. The reactants are ClCCl, CCN1CC(SCc2ccc(OC)cc2)CC1C(=O)N(C)C, COS(=O)(=O)F. The product is CC[N+]1(C)CC(SCc2ccc(OC)cc2)CC1C(=O)N(C)C, O=S(=O)([O-])F. As a reaction SMILES: [CH2:29]([Cl:30])[Cl:31].[CH3:7][N:8]([C:9](=[O:10])[CH:11]1[N:12]([CH2:26][CH3:27])[CH2:13][CH:14]([S:16][CH2:17][c:18]2[cH:19][cH:20][c:21]([O:24][CH3:25])[cH:22][cH:23]2)[CH2:15]1)[CH3:28].[F:1][S:2](=[O:3])(=[O:4])[O:5][CH3:6]>>[CH3:6][N+:12]1([CH2:26][CH3:27])[CH:11]([C:9]([N:8]([CH3:7])[CH3:28])=[O:10])[CH2:15][CH:14]([S:16][CH2:17][c:18]2[cH:19][cH:20][c:21]([O:24][CH3:25])[cH:22][cH:23]2)[CH2:13]1.[F:1][S:2](=[O:3])(=[O:4])[O-:5]. The reactants are O=C(O)CC(=O)O, c1ccncc1, O=Cc1ccncc1. Yields the product O=C(O)C=Cc1ccncc1. Reaction SMILES: [OH:1][C:2](=[O:3])[CH2:4][C:5](=[O:6])[OH:7].[cH:16]1[cH:17][cH:18][n:19][cH:20][cH:21]1.[n:8]1[cH:9][cH:10][c:11]([CH:14]=[O:15])[cH:12][cH:13]1>>[OH:1][C:2](=[O:3])[CH:4]=[CH:5][c:11]1[cH:10][cH:9][n:8][cH:13][cH:12]1. Reactants: CNCC1CCCCO1, Cc1cc(Nc2cc3cc(C(=O)O)ccc3c(OC(C)C)n2)n[nH]1. The product is Cc1cc(Nc2cc3cc(C(=O)N(C)CC4CCCCO4)ccc3c(OC(C)C)n2)n[nH]1. As a reaction SMILES: [CH3:25][NH:26][CH2:27][CH:28]1[O:29][CH2:30][CH2:31][CH2:32][CH2:33]1.[CH:1]([CH3:2])([CH3:3])[O:4][c:5]1[n:6][c:7]([NH:18][c:19]2[n:20][nH:21][c:22]([CH3:24])[cH:23]2)[cH:8][c:9]2[cH:10][c:11]([C:15](=[O:16])[OH:17])[cH:12][cH:13][c:14]12>>[CH:1]([CH3:2])([CH3:3])[O:4][c:5]1[n:6][c:7]([NH:18][c:19]2[n:20][nH:21][c:22]([CH3:24])[cH:23]2)[cH:8][c:9]2[cH:10][c:11]([C:15](=[O:17])[N:26]([CH3:25])[CH2:27][CH:28]3[O:29][CH2:30][CH2:31][CH2:32][CH2:33]3)[cH:12][cH:13][c:14]12.